Dataset: the Open Reaction Database (ORD), a public repository of structured organic reaction records. Task: describe an organic reaction: reactants, conditions, products, and yield The reactants are CC(=O)[O-], COc1ccc(C=O)cc1OC, Cc1ccccc1, CC[N+](=O)[O-], [NH4+], O, Cc1ccccc1. The product is COc1ccc(C=C(C)[N+](=O)[O-])cc1OC. As a reaction SMILES: [CH3:14][C:15](=[O:16])[O-:17].[CH3:1][O:2][c:3]1[cH:4][cH:5][c:6]([CH:7]=[O:8])[cH:9][c:10]1[O:11][CH3:12].[CH3:31][c:32]1[cH:33][cH:34][cH:35][cH:36][cH:37]1.[N+:19](=[O:20])([O-:21])[CH2:22][CH3:23].[NH4+:13].[OH2:18].[c:24]1([CH3:25])[cH:26][cH:27][cH:28][cH:29][cH:30]1>>[CH3:1][O:2][c:3]1[cH:4][cH:5][c:6]([CH:7]=[C:22]([N+:19](=[O:20])[O-:21])[CH3:23])[cH:9][c:10]1[O:11][CH3:12]. Reactants: COC(=O)C1C(C2=CC(=C(C=C2CC1)OC)OC)=O (6,7-Dimethoxy-1-oxo-1,2,3,4-tetrahydro-2-naphthoic acid methyl ester), [BH4-].[Na+] (sodium borohydride), [BH4-].[Na+] (sodium borohydride), [BH4-].[Na+] (Sodium borohydride), O (water). Solvent: C(Cl)Cl (methylene chloride), CO (methanol). The product is methyl ester, COC=1C=C2CCC(C(C2=CC1OC)O)C(=O)O (6,7-dimethoxy-1-hydroxy-1,2,3,4-tetrahydro-2-naphthoic acid). As a reaction SMILES: C[O:2][C:3]([CH:5]1[CH2:14][CH2:13][C:12]2[C:7](=[CH:8][C:9]([O:17][CH3:18])=[C:10]([O:15][CH3:16])[CH:11]=2)[C:6]1=[O:19])=[O:4].[BH4-].[Na+].O>C(Cl)Cl.CO>[CH3:16][O:15][C:10]1[CH:11]=[C:12]2[C:7](=[CH:8][C:9]=1[O:17][CH3:18])[CH:6]([OH:19])[CH:5]([C:3]([OH:4])=[O:2])[CH2:14][CH2:13]2 |f:1.2|. Reported procedure: 6,7-Dimethoxy-1-oxo-1,2,3,4-tetrahydro-2-naphthoic acid methyl ester [Hashem et al., J. Med. Chem., 19, 229 (1976)] (14 g) is dissolved in a mixture of methylene chloride (200 ml) and methanol (200 ml). Sodium borohydride (1 g) is added to the solution with stirring at room temperature, and the mixture is then stirred for one hour. The resulting mixture is supplemented with sodium borohydride (1 g) and the mixture is stirred for 30 minutes. To the resultant is then further added sodium borohydri...